describe an organic reaction: reactants, conditions, products, and yield From a dataset of the Open Reaction Database (ORD), a public repository of structured organic reaction records. Starting materials: O=C1C2=C(SCCC1CC(=O)O)SC=C2 (4-oxo-4,5,6,7-tetrahydrothieno[2,3-b]thiepin-5-acetic acid), OCCNN (2-hydroxyethylhydrazine), C(C)O (ethanol). Yields the product OCCC1=CC2=C(SCCC3C2=NNC(C3)=O)S1 (9-(2-hydroxyethyl)-4,4a,5,6-tetrahydrothieno[2',3':2,3]thiepino[4,5-c]pyridazin-3(2H)-one). Reaction SMILES: O=[C:2]1[CH:8]([CH2:9][C:10]([OH:12])=O)[CH2:7][CH2:6][S:5][C:4]2[S:13][CH:14]=[CH:15][C:3]1=2.OCC[NH:19][NH2:20].[CH2:21]([OH:23])[CH3:22]>>[OH:23][CH2:21][CH2:22][C:14]1[S:13][C:4]2[S:5][CH2:6][CH2:7][CH:8]3[CH2:9][C:10](=[O:12])[NH:20][N:19]=[C:2]3[C:3]=2[CH:15]=1. Reported procedure: A mixture of 1.4 g of 4-oxo-4,5,6,7-tetrahydrothieno[2,3-b]thiepin-5-acetic acid and 1.5 g of 2-hydroxyethylhydrazine in 50 ml of ethanol is refluxed under heating for 10 hours. After the mixture is concentrated, to the residue is added water and the mixture is extracted with ethyl acetate. The extract is washed with water, dried over magnesium sulfate and concentrated. To the residue is added isopropyl ether and the solution is allowed to stand. The precipitated crystals are collected by filtra... Reactants: Oc1cc(F)cc(Br)c1, FC(F)Cl, [K+], [OH-]. The product is Fc1cc(Br)cc(OC(F)F)c1. RXN SMILES: [Br:1][c:2]1[cH:3][c:4]([OH:9])[cH:5][c:6]([F:8])[cH:7]1.[Cl:10][CH:11]([F:12])[F:13].[K+:15].[OH-:14]>>[Br:1][c:2]1[cH:3][c:4]([O:9][CH:11]([F:12])[F:13])[cH:5][c:6]([F:8])[cH:7]1. Reactants: BrC=1C=C(C(=C(C1)O)CO)F (5-bromo-3-fluoro-2-(hydroxymethyl)phenol), BrCC(OC)OC (2-bromo-1,1-dimethoxyethane), OS(=O)(=O)O (H2SO4). Run in C1CCOC1 (THF). The product is BrC=1C=C(C2=C(OC(OC2)CBr)C1)F (7-BROMO-2-(BROMOMETHYL)-5-FLUORO-4H-1,3-BENZODIOXINE). RXN SMILES: [Br:1][C:2]1[CH:3]=[C:4]([F:11])[C:5]([CH2:9][OH:10])=[C:6]([OH:8])[CH:7]=1.[Br:12][CH2:13][CH:14](OC)OC.OS(O)(=O)=O>C1COCC1>[Br:1][C:2]1[CH:3]=[C:4]([F:11])[C:5]2[CH2:9][O:10][CH:14]([CH2:13][Br:12])[O:8][C:6]=2[CH:7]=1. Procedure details: Preparation according to Preparation 9. 5-bromo-3-fluoro-2-(hydroxymethyl)phenol (0.79 g, 3.6 mmol), 2-bromo-1,1-dimethoxyethane (4.2 ml, 36 mmol), dry THF (10 ml) and concentrated H2SO4 (1.5 ml). Starting materials: C(N)(=O)Cl (carbamoyl chloride), C([O-])(O)=O.[Na+] (Sodium bicarbonate), N,N-Bis(tert-butyl) N′-2-(chlorocarbonyl(methyl)amino)ethylcarbamate, Compound C, C[Si](C)(C)[N-][Si](C)(C)C.[K+] (Potassium bis(trimethylsilyl)amide), C(Cl)Cl.FC(C(=O)O)(F)F (DCM trifluoroacetic acid), CN1CC[C@]23C4=C5C=CC(=C4O[C@H]2C(=O)CC[C@]3([C@H]1C5)O)OC (Oxycodone). The solvent is C1CCOC1 (THF), C1CCOC1 (THF). Conditions: temperature -10 celsius, time 30 minute. Yields the product FC(C(=O)O)(F)F (TFA), CN1CC[C@]23C4=C5C=CC(=C4O[C@H]2C(=O)CC[C@]3([C@H]1C5)O)OC (oxycodone), CN(C([O-])=O)CCN (N-methyl-N-(2-amino)ethylcarbamate). As a reaction SMILES: [CH3:1][N:2]1[C@@H:19]2[CH2:20][C:7]3[CH:8]=[CH:9][C:10]([O:22][CH3:23])=[C:11]4[O:12][C@H:13]5[C:14]([CH2:16][CH2:17][C@:18]2([OH:21])[C@:5]5([C:6]=34)[CH2:4][CH2:3]1)=[O:15].C[Si]([N-][Si](C)(C)C)(C)C.[K+].[C:34](Cl)(=O)[NH2:35].[C:38](=[O:41])(O)[O-:39].[Na+].C(Cl)Cl.[F:46][C:47]([F:52])([F:51])[C:48]([OH:50])=[O:49]>C1COCC1>[F:46][C:47]([F:52])([F:51])[C:48]([OH:50])=[O:49].[CH3:1][N:2]1[C@@H:19]2[CH2:20][C:7]3[CH:8]=[CH:9][C:10]([O:22][CH3:23])=[C:11]4[O:12][C@H:13]5[C:14]([CH2:16][CH2:17][C@:18]2([OH:21])[C@:5]5([C:6]=34)[CH2:4][CH2:3]1)=[O:15].[CH3:1][N:2]([CH2:3][CH2:34][NH2:35])[C:38](=[O:41])[O-:39] |f:1.2,4.5,6.7|. Procedure details: Oxycodone free base (6.5 g, 20.6 mmol) was dissolved in dry, degassed tetrahydrofuran (120 mL), and the mixture was cooled to −10° C. using a dry ice/acetone bath. Potassium bis(trimethylsilyl)amide (KHMDS) (103.0 mL, 51.6 mmol, 0.5 M in toluene) was added via cannula. The mixture was stirred under N2 at below −5° C. for 30 min. N,N-Bis(tert-butyl) N′-2-(chlorocarbonyl(methyl)amino)ethylcarbamate (8.0 g, 23.7 mmol), (Compound C) in THF (30 mL) was then added via cannula over 15 min. The mixture ... The reactants are N1=CC=CC=C1 (pyridine), Cl.C(C1=CC=CC=C1)OC1=CC=C(C=C1)NN (4-benzyloxyphenylhydrazine hydrochloride), O=C1CCC(CC1)C(=O)OCC (ethyl 4-oxocyclohexanecarboxylate). Run in C(C)O (ethanol). Run at temperature 50 celsius. The product is C(C)C1CC(CC=2C3=CC(=CC=C3NC12)OCC1=CC=CC=C1)C(=O)O.C(C1=CC=CC=C1)OC=1C=C2C=3CC(CCC3NC2=CC1)C(=O)O (6-benzyloxy-3-carboxy-1,2,3,4-tetrahydro-9H-carbazole Ethyl 6-benzyloxy-3-carboxy-1,2,3,4-tetrahydro-9H-carbazole). Yield: 85.8%. RXN SMILES: Cl.[CH2:2]([O:9][C:10]1[CH:15]=[CH:14][C:13]([NH:16]N)=[CH:12][CH:11]=1)[C:3]1[CH:8]=[CH:7][CH:6]=[CH:5][CH:4]=1.N1C=CC=[CH:20][CH:19]=1.O=[C:25]1[CH2:30][CH2:29][CH:28]([C:31]([O:33]CC)=[O:32])[CH2:27][CH2:26]1>C(O)C>[CH2:19]([CH:26]1[C:25]2[NH:16][C:13]3[C:12](=[CH:11][C:10]([O:9][CH2:2][C:3]4[CH:8]=[CH:7][CH:6]=[CH:5][CH:4]=4)=[CH:15][CH:14]=3)[C:30]=2[CH2:29][CH:28]([C:31]([OH:33])=[O:32])[CH2:27]1)[CH3:20].[CH2:2]([O:9][C:10]1[CH:15]=[C:14]2[C:13](=[CH:12][CH:11]=1)[NH:16][C:25]1[CH2:30][CH2:29][CH:28]([C:31]([OH:33])=[O:32])[CH2:27][C:26]2=1)[C:3]1[CH:8]=[CH:7][CH:6]=[CH:5][CH:4]=1 |f:0.1,5.6|. Procedure details: To a suspension of 3.242 gm (12.93 mMol) 4-benzyloxyphenylhydrazine hydrochloride in 80 mL ethanol were added 1.05 mL (12.93 mMol) pyridine. The resulting mixture was heated to 50° C. for about 20 minutes and then 1.87 mL (11.75 mMol) ethyl 4-oxocyclohexanecarboxylate were added. The resulting mixture was stirred at reflux for 18 hours. The reaction mixture was then concentrated under reduced pressure and the residue partitioned between water and ethyl acetate. The organic phase was separated, w...